From a dataset of the Open Reaction Database (ORD), a public repository of structured organic reaction records. describe an organic reaction: reactants, conditions, products, and yield Starting materials: NC1=NC=2C=CC=NC2C2=C1N=C(N2CCNC(OC(C)(C)C)=O)OCC (tert-butyl 2-(4-amino-2-ethoxy-1H-imidazo[4,5-c][1,5]naphthyridin-1-yl)ethylcarbamate), Cl (hydrogen chloride). The solvent is O1CCOCC1 (dioxane), CO (methanol). The product is NC1=NC=2C=CC=NC2C2=C1N=C(N2CCN)O (4-amino-1-(2-aminoethyl)-1H-imidazo[4,5-c][1,5]naphthyridin-2-ol). Yield: 89.6%. As a reaction SMILES: [NH2:1][C:2]1[C:11]2[N:12]=[C:13]([O:25]CC)[N:14]([CH2:15][CH2:16][NH:17]C(=O)OC(C)(C)C)[C:10]=2[C:9]2[N:8]=[CH:7][CH:6]=[CH:5][C:4]=2[N:3]=1.Cl>CO.O1CCOCC1>[NH2:1][C:2]1[C:11]2[N:12]=[C:13]([OH:25])[N:14]([CH2:15][CH2:16][NH2:17])[C:10]=2[C:9]2[N:8]=[CH:7][CH:6]=[CH:5][C:4]=2[N:3]=1. Procedure details: A solution of tert-butyl 2-(4-amino-2-ethoxy-1H-imidazo[4,5-c][1,5]naphthyridin-1-yl)ethylcarbamate (6 g, 16 mmol) in methanol (25 mL) was combined with a solution of hydrogen chloride in dioxane (102 mL of 4N). The reaction mixture was allowed to stir over night at ambient temperature and was then concentrated under reduced pressure to provide crude product as an orange solid. The solid was loaded onto a silica gel column. The column was eluted with 47.5% methanol/2.5% ammonium hydroxide in dic...